This data is from the Open Reaction Database (ORD), a public repository of structured organic reaction records. The task is: describe an organic reaction: reactants, conditions, products, and yield The reactants are NCCNCCO (2-(2-aminoethylamino)ethanol), C(CCCCCCCCCCC)(=O)OCC (ethyl dodecanoate). The product is OCCN1C(=NCC1)CCCCCCCCCCC (1-(2-Hydroxyethyl)-2-undecyl-2-imidazoline). Isolated yield 69.3%. As a reaction SMILES: [NH2:1][CH2:2][CH2:3][NH:4][CH2:5][CH2:6][OH:7].[C:8](OCC)(=O)[CH2:9][CH2:10][CH2:11][CH2:12][CH2:13][CH2:14][CH2:15][CH2:16][CH2:17][CH2:18][CH3:19]>>[OH:7][CH2:6][CH2:5][N:4]1[CH2:3][CH2:2][N:1]=[C:19]1[CH2:18][CH2:17][CH2:16][CH2:15][CH2:14][CH2:13][CH2:12][CH2:11][CH2:10][CH2:9][CH3:8]. Procedure: 58.7 g (564.4 mmoles) of 2-(2-aminoethylamino)ethanol and 122.8 g (538.6 mmoles) of ethyl dodecanoate were heated at 125° C. and ethanol was removed by distillation. 100 ml of toluene was cautiously added and water was removed azeotropically on further reflux. The reaction mixture was fractionally distilled to give 100.2 g (69.5%) of pure product, m.p. 40°-42° C. Reactants: C1CCOC1, COc1ccc(CC(=O)O)cc1OC, NCCc1ccccc1. Yields the product COc1ccc(CC(=O)NCCc2ccccc2)cc1OC. Reaction SMILES: [CH2:24]1[O:25][CH2:26][CH2:27][CH2:28]1.[CH3:1][O:2][c:3]1[cH:4][c:5]([CH2:11][C:12](=[O:13])[OH:14])[cH:6][cH:7][c:8]1[O:9][CH3:10].[NH2:15][CH2:16][CH2:17][c:18]1[cH:19][cH:20][cH:21][cH:22][cH:23]1>>[CH3:1][O:2][c:3]1[cH:4][c:5]([CH2:11][C:12](=[O:14])[NH:15][CH2:16][CH2:17][c:18]2[cH:19][cH:20][cH:21][cH:22][cH:23]2)[cH:6][cH:7][c:8]1[O:9][CH3:10]. The reactants are OC=1C=C(CO)C=C(C1O)[N+](=O)[O-] (3,4-dihydroxy-5-nitrobenzylalcohol), N1C=CC=C1 (pyrrole), O (Water). The solvent is O1CCOCC1 (dioxane). Reaction conditions: temperature 100 celsius. The product is OC=1C=C(CC=2NC=CC2)C=C(C1O)[N+](=O)[O-] (2-(3,4-Dihydroxy-5-nitrobenzyl)pyrrole). As a reaction SMILES: [OH:1][C:2]1[CH:3]=[C:4]([CH:7]=[C:8]([N+:11]([O-:13])=[O:12])[C:9]=1[OH:10])[CH2:5]O.[NH:14]1[CH:18]=[CH:17][CH:16]=[CH:15]1.O>O1CCOCC1>[OH:1][C:2]1[CH:3]=[C:4]([CH:7]=[C:8]([N+:11]([O-:13])=[O:12])[C:9]=1[OH:10])[CH2:5][C:15]1[NH:14][CH:18]=[CH:17][CH:16]=1. Reported procedure: A solution containing 1.0 g of 3,4-dihydroxy-5-nitrobenzylalcohol and 5.0 ml of pyrrole in 3.0 ml of dioxane was heated for 5 h at 100° C. Water was added and the solution was extracted with dichloromethane. The solvent was evaporated and the residue was purified in a silicagel column using toluene-acetic acid-dioxane (18:1:1) mixture as an eluent. Yield 0.42 g (33%), m.p. 115°-118° C. Reactants: ClC1=CC=C(C=C1)C1(CC1)C1=NCCC2=CC=C(C=C12)OCCNC(OC(C)(C)C)=O (tert-butyl [2-({1-[1-(4-chlorophenyl)cyclopropyl]-3,4-dihydroisoquinolin-7-yl}oxy)ethyl]carbamate), Cl (HCl). The solvent is COC (dimethylether). The product is Cl.ClC1=CC=C(C=C1)C1(CC1)C1=NCCC2=CC=C(C=C12)OCCN (2-({1-[1-(4-Chlorophenyl)cyclopropyl]-3,4-dihydroisoquinolin-7-yl}oxy)ethanamine hydrochloride). RXN SMILES: [Cl:1][C:2]1[CH:7]=[CH:6][C:5]([C:8]2([C:11]3[C:20]4[C:15](=[CH:16][CH:17]=[C:18]([O:21][CH2:22][CH2:23][NH:24]C(=O)OC(C)(C)C)[CH:19]=4)[CH2:14][CH2:13][N:12]=3)[CH2:10][CH2:9]2)=[CH:4][CH:3]=1.Cl>COC>[ClH:1].[Cl:1][C:2]1[CH:3]=[CH:4][C:5]([C:8]2([C:11]3[C:20]4[C:15](=[CH:16][CH:17]=[C:18]([O:21][CH2:22][CH2:23][NH2:24])[CH:19]=4)[CH2:14][CH2:13][N:12]=3)[CH2:9][CH2:10]2)=[CH:6][CH:7]=1 |f:3.4|. Procedure: A solution of tert-butyl [2-({1-[1-(4-chlorophenyl)cyclopropyl]-3,4-dihydroisoquinolin-7-yl}oxy)ethyl]carbamate (440 mg, 1 mmol) methylenehloride (10 ml) was treated with 5N HCl in dimethylether (0.5 ml) and stirred over night at room temperature. The solvent was removed, the residue triturated with diisopropyl ether and the insoluble slid collected. Yield: 370 mg (0.98 mmol, 98%) Yields the product C(C)(C)C=1C=CC=C2C(=C(NC12)C)C(=O)C1=C(C(=CC=C1)Cl)Cl ((7-Isopropyl-2-methyl-1H-indol-3-yl)-(2,3-dichlorophenyl)methanone). Solvent: C1CCOC1 (THF), C1CCOC1 (THF), CCOCC (ether). Reactants: ClC1=C(C(=O)Cl)C=CC=C1Cl (2,3-dichlorobenzoyl chloride), C[Mg]Br (methylmagnesium bromide), C(C)(C)C=1C=CC=C2C=C(NC12)C (7-isopropyl-2-methyl-1H-indole), [NH4+].[Cl-] (NH4Cl). Run at temperature -30 celsius, time 1 hour. Procedure: 120 ml of anhydrous THF are cooled to −5° C. and 36 ml of 3M methylmagnesium bromide in ether are added. The mixture is cooled to −30° C. and then 15 g of 7-isopropyl-2-methyl-1H-indole are added dropwise. The mixture is left stirring for 1 hour between −20° C. and −30° C. and then 30.9 g of 2,3-dichlorobenzoyl chloride, dissolved in 120 ml of THF, are added dropwise. The medium is left to return to AT and is then poured onto 300 ml of a saturated NH4Cl solution. Separation is carried out by set... Reaction SMILES: C[Mg]Br.[CH:4]([C:7]1[CH:8]=[CH:9][CH:10]=[C:11]2[C:15]=1[NH:14][C:13]([CH3:16])=[CH:12]2)([CH3:6])[CH3:5].[Cl:17][C:18]1[C:26]([Cl:27])=[CH:25][CH:24]=[CH:23][C:19]=1[C:20](Cl)=[O:21].[NH4+].[Cl-]>CCOCC.C1COCC1>[CH:4]([C:7]1[CH:8]=[CH:9][CH:10]=[C:11]2[C:15]=1[NH:14][C:13]([CH3:16])=[C:12]2[C:20]([C:19]1[CH:23]=[CH:24][CH:25]=[C:26]([Cl:27])[C:18]=1[Cl:17])=[O:21])([CH3:6])[CH3:5] |f:3.4|. Starting materials: C(C)(C)(C)OC(=O)N1CCN(CC1)C1=C(C(=CC=C1)O)[N+](=O)[O-] (4-(3-hydroxy-2-nitro-phenyl)-piperazine-1-carboxylic acid tert-butyl ester), N#N (N2), C(C)(C)(C)C1=CC=C(C=O)C=C1 (4-tert-Butyl-benzaldehyde). Reagents/catalysts: [Pd] (Pd/C). Run in CC(C)O (2-propanol). Conditions: temperature 80 celsius. Product: C(C)(C)(C)OC(=O)N1CCN(CC1)C1=CC=CC2=C1N=C(O2)C2=CC=C(C=C2)C(C)(C)C (4-[2-(4-tert-Butyl-phenyl)-benzooxazol-4-yl]-piperazine-1-carboxylic acid tert-butyl ester). Isolated yield 81.0%. As a reaction SMILES: [C:1]([O:5][C:6]([N:8]1[CH2:13][CH2:12][N:11]([C:14]2[CH:19]=[CH:18][CH:17]=[C:16]([OH:20])[C:15]=2[N+:21]([O-])=O)[CH2:10][CH2:9]1)=[O:7])([CH3:4])([CH3:3])[CH3:2].N#N.[C:26]([C:30]1[CH:37]=[CH:36][C:33]([CH:34]=O)=[CH:32][CH:31]=1)([CH3:29])([CH3:28])[CH3:27]>[Pd].CC(O)C>[C:1]([O:5][C:6]([N:8]1[CH2:13][CH2:12][N:11]([C:14]2[C:15]3[N:21]=[C:34]([C:33]4[CH:36]=[CH:37][C:30]([C:26]([CH3:29])([CH3:28])[CH3:27])=[CH:31][CH:32]=4)[O:20][C:16]=3[CH:17]=[CH:18][CH:19]=2)[CH2:10][CH2:9]1)=[O:7])([CH3:4])([CH3:3])[CH3:2]. Reported procedure: 4-(3-hydroxy-2-nitro-phenyl)-piperazine-1-carboxylic acid tert-butyl ester (1.00 g, 3.09 mmol) was charged to a 250 mL round bottom flask containing 10% Pd/C, stir bar and septum. Under a positive stream of N2, 2-propanol (80 mL) was added via syringe. The flask was evacuated and fitted with a balloon containing H2 and stirred, under H2, at room temperature for 18 h. LC-MS indicated only aniline present. 4-tert-Butyl-benzaldehyde (800 μL, 4.64 mmol) was added, the balloon was replaced with an ai... Starting materials: N1CCOCC1 (morpholine), C1(=CC=CC=C1)C (toluene), C1(=CC=CC=C1)CCC=O (3-phenylpropionaldehyde), N1CCOCC1 (morpholine), ice water, resultant mixture, [OH-].[K+] (KOH), crude product. Solvent: CO (methanol), C(C)(=O)O (acetic acid), CO (methanol). Run at time 1 hour. Yields the product C(C1=CC=CC=C1)C1C=CC(CC1)=O (4-benzyl-2-cyclohexen-1-one). Isolated yield 30.0%. Reaction SMILES: N1[CH2:6][CH2:5][O:4]CC1.[C:7]1([CH3:13])[CH:12]=[CH:11][CH:10]=[CH:9][CH:8]=1.[C:14]1(CCC=O)[CH:19]=CC=[CH:16][CH:15]=1.[OH-].[K+]>CO.C(O)(=O)C>[CH2:13]([CH:15]1[CH2:16][CH2:6][C:5](=[O:4])[CH:19]=[CH:14]1)[C:7]1[CH:12]=[CH:11][CH:10]=[CH:9][CH:8]=1 |f:3.4|. Procedure: A 1-liter four-necked flask equipped with a Dean-Stark trap and a thermometer was charged with 71 g of morpholine and 400 ml of toluene, and 100 g of 3-phenylpropionaldehyde were added dropwise thereto while chilling with ice water, followed by azeotropic dehydration for 1 hour. After cooling the reaction mixture, excess morpholine was distilled off with toluene. The residue was dissolved in 400 ml of toluene. In a 1-liter four-necked flask equipped with a thermometer and a condenser, 70 g of me...